This data is from the Open Reaction Database (ORD), a public repository of structured organic reaction records. The task is: describe an organic reaction: reactants, conditions, products, and yield Reaction SMILES: [CH2:1]([N:8]([CH2:21][C:22]1[CH:39]=[CH:38][C:25]([O:26][C:27]2[CH:37]=[CH:36][C:30]([O:31][CH2:32][C:33](O)=[O:34])=[CH:29][CH:28]=2)=[CH:24][CH:23]=1)[C:9]1[CH:14]=[CH:13][CH:12]=[C:11]([NH:15][S:16]([CH3:19])(=[O:18])=[O:17])[C:10]=1[CH3:20])[C:2]1[CH:7]=[CH:6][CH:5]=[CH:4][CH:3]=1.Cl.C([O:43][C:44](=[O:48])[CH2:45][NH:46][CH3:47])C>>[CH2:1]([N:8]([CH2:21][C:22]1[CH:23]=[CH:24][C:25]([O:26][C:27]2[CH:28]=[CH:29][C:30]([O:31][CH2:32][C:33]([N:46]([CH3:47])[CH2:45][C:44]([OH:48])=[O:43])=[O:34])=[CH:36][CH:37]=2)=[CH:38][CH:39]=1)[C:9]1[CH:14]=[CH:13][CH:12]=[C:11]([NH:15][S:16]([CH3:19])(=[O:17])=[O:18])[C:10]=1[CH3:20])[C:2]1[CH:3]=[CH:4][CH:5]=[CH:6][CH:7]=1 |f:1.2|. The reactants are C(C1=CC=CC=C1)N(C1=C(C(=CC=C1)NS(=O)(=O)C)C)CC1=CC=C(OC2=CC=C(OCC(=O)O)C=C2)C=C1 ((4-{4-[(benzyl{2-methyl-3-[(methylsulfonyl)amino]phenyl}amino)methyl]phenoxy}phenoxy)acetic acid), Cl.C(C)OC(CNC)=O (N-methylglycine ethyl ester hydrochloride). Yields the product C(C1=CC=CC=C1)N(C1=C(C(=CC=C1)NS(=O)(=O)C)C)CC1=CC=C(OC2=CC=C(OCC(=O)N(CC(=O)O)C)C=C2)C=C1 (N-[(4-{4-[(benzyl{2-methyl-3-[(methylsulfonyl)amino]phenyl}amino)methyl]phenoxy}phenoxy)acetyl]-N-methylglycine). Reported procedure: The product from Example 95C and N-methylglycine ethyl ester hydrochloride were processed as described in Example 251A and B to provide the titled compound. 1H NMR (500 MHz, DMSO-d6) δ12.40-13.15 (br.s, 1 H), 8.94 (s, 1 H), 7.23 (m, 7 H), 7.03 (t, 1 H), 6.93 (m, 6 H), 6.82 (dd, 2 H), 4.84 (s, 1 H), 4.69 (s, 1 H), 4.17 (s, 1 H), 4.05 (s, 2 H), 4.00 (m, 3 H), 3.04 (s, 2 H), 2.91 (s, 3 H), 2.85 (s, 1 H), 2.39 (s, 3 H); MS (ESI+) m/z 618 (M+H)+. The reactants are IC1=CC=CC=C1 (iodo benzene), C([O-])([O-])=O.[K+].[K+] (potassium carbonate), [N+](=O)([O-])C1=CC=CC=C1 (nitrobenzene), NC1=CC=C2CCC=3C=CC=C1C32 (5-aminoacenaphthene), C1(=CC=CC=C1)NC1=CC=C2CCC=3C=CC=C1C32 (5-(N-phenylamino)acenaphthene). The reagents and catalysts are [Cu] (copper). The solvent is C1(=CC=CC=C1)C (toluene). Conditions: temperature 200 celsius, time 26 hour. The product is C1(=CC=CC=C1)N(C1=CC=CC=C1)C1=CC=C2CCC=3C=CC=C1C32 (5-(N,N-diphenylamino)acenaphthene). Yield: 75.7%. As a reaction SMILES: I[C:2]1[CH:7]=[CH:6][CH:5]=[CH:4][CH:3]=1.C(=O)([O-])[O-].[K+].[K+].[N+](C1C=CC=CC=1)([O-])=O.NC1C2C3C(CCC=3C=CC=2)=CC=1.[C:36]1([NH:42][C:43]2[C:53]3[C:54]4[C:46]([CH2:47][CH2:48][C:49]=4[CH:50]=[CH:51][CH:52]=3)=[CH:45][CH:44]=2)[CH:41]=[CH:40][CH:39]=[CH:38][CH:37]=1>[Cu].C1(C)C=CC=CC=1>[C:2]1([N:42]([C:43]2[C:53]3[C:54]4[C:46]([CH2:47][CH2:48][C:49]=4[CH:50]=[CH:51][CH:52]=3)=[CH:45][CH:44]=2)[C:36]2[CH:37]=[CH:38][CH:39]=[CH:40][CH:41]=2)[CH:7]=[CH:6][CH:5]=[CH:4][CH:3]=1 |f:1.2.3|. Procedure: 33.85 g (0.2 mol) of 5-aminoacenaphtthene was mixed with 102.1 g (0.5 mol) of iodo benzene, 1.3 g (0.02 mol) of copper powder, 34.5 g (0.25 mol) of anhydrous potassium carbonate and 100 ml of nitrobenzene, and the mixture was stirred at 200° C. for 26 hours. The reaction was determined to be finished when disappearance of 5-aminoacenaphthene and 5-(N-phenylamino)acenaphthene as an intermediate was identified. 300 ml of toluene was added thereto to dissolve a product, and the resultant mixture wa... Product: C(CCCC)C1=C(N(C2=CC=CC=C12)CC1=C(C=CC=C1)C(F)(F)F)C=1C=C2C=CC(=CC2=CC1)OCC#N ({[6-(3-Pentyl-1-[2-(trifluoromethyl)benzyl]-1H-indol-2-yl)-2-naphthyl]oxy}acetonitrile). Procedure: The title compound was prepared as a solid (0.147 g, 34%) from {[6-(3-pentyl-1H-indol-2-yl)-2-naphthyl]oxy}acetonitrile using 2-trifluoromethyl benzyl bromide and the procedure from step 4 of Example 2; 1H NMR (DMSO-d6) δ 0.72 (t, J=7.8 Hz, 3H), 1.08-1.29 (m, 4H), 1.51-1.67 (m, 2H), 2.71 (t, J=8.6 Hz, 2H), 5.29 (s, 2H), 5.47 (s, 2H), 6.37 (d, J=8.6 Hz, 1H), 7.08-7.21 (m, 2H), 7.23-7.32 (m, 2H), 7.35-7.45 (m, 2H), 7.48 (t, J=7.8 Hz, 1H), 7.53 (d, J=1.7 Hz, 1H), 7.63-7.75 (m, 2H), 7.83-7.92 (m, 3H... The reactants are solid, C(CCCC)C1=C(NC2=CC=CC=C12)C=1C=C2C=CC(=CC2=CC1)OCC#N ({[6-(3-pentyl-1H-indol-2-yl)-2-naphthyl]oxy}acetonitrile), FC(C1=C(CBr)C=CC=C1)(F)F (2-trifluoromethyl benzyl bromide). Reaction SMILES: [CH2:1]([C:6]1[C:14]2[C:9](=[CH:10][CH:11]=[CH:12][CH:13]=2)[NH:8][C:7]=1[C:15]1[CH:16]=[C:17]2[C:22](=[CH:23][CH:24]=1)[CH:21]=[C:20]([O:25][CH2:26][C:27]#[N:28])[CH:19]=[CH:18]2)[CH2:2][CH2:3][CH2:4][CH3:5].[F:29][C:30]([F:40])([F:39])[C:31]1[CH:38]=[CH:37][CH:36]=[CH:35][C:32]=1[CH2:33]Br>>[CH2:1]([C:6]1[C:14]2[C:9](=[CH:10][CH:11]=[CH:12][CH:13]=2)[N:8]([CH2:33][C:32]2[CH:35]=[CH:36][CH:37]=[CH:38][C:31]=2[C:30]([F:29])([F:39])[F:40])[C:7]=1[C:15]1[CH:16]=[C:17]2[C:22](=[CH:23][CH:24]=1)[CH:21]=[C:20]([O:25][CH2:26][C:27]#[N:28])[CH:19]=[CH:18]2)[CH2:2][CH2:3][CH2:4][CH3:5].